This data is from the Open Reaction Database (ORD), a public repository of structured organic reaction records. The task is: describe an organic reaction: reactants, conditions, products, and yield Starting materials: C(C1=CC=CC=C1)O (benzyl alcohol), BrCCCCCCBr (1,6-dibromohexane). The product is C(C1=CC=CC=C1)OCCCCCCBr (6-Benzyloxyhexyl bromide). Yield: 36.0%. As a reaction SMILES: [CH2:1]([OH:8])[C:2]1[CH:7]=[CH:6][CH:5]=[CH:4][CH:3]=1.[Br:9][CH2:10][CH2:11][CH2:12][CH2:13][CH2:14][CH2:15]Br>>[CH2:1]([O:8][CH2:15][CH2:14][CH2:13][CH2:12][CH2:11][CH2:10][Br:9])[C:2]1[CH:7]=[CH:6][CH:5]=[CH:4][CH:3]=1. Reported procedure: 6-Benzyloxyhexyl bromide was prepared from benzyl alcohol (4.75 g, 44 mmol) and 1,6-dibromohexane (9.76 g, 40 mmol) using the general procedure given above. Yield: 36%, bp 100-105° C./torr: 1H-NMR: 1.2-1.9 (m, 8H), 3.37 (t, 4H), 4.46 (s, 2H), 7.28 (m, 5H). Starting materials: CC(CCC)=O (pentan-2-one), ClC1=CC=C(C=C1)C(CC#N)=O (3-(4-chlorophenyl)-3-oxopropanenitrile), NCCC(=O)O (β-alanine), C(C)(=O)O (acetic acid). The solvent is C1(=CC=CC=C1)C (toluene), CCOC(=O)C (EtOAc). The product is ClC1=CC=C(C(=O)C(C#N)=C(CCC)C)C=C1 (2-(4-chlorobenzoyl)-3-methylhex-2-enenitrile). As a reaction SMILES: [CH3:1][C:2](=O)[CH2:3][CH2:4][CH3:5].[Cl:7][C:8]1[CH:13]=[CH:12][C:11]([C:14](=[O:18])[CH2:15][C:16]#[N:17])=[CH:10][CH:9]=1.NCCC(O)=O.C(O)(=O)C>CCOC(C)=O.C1(C)C=CC=CC=1>[Cl:7][C:8]1[CH:9]=[CH:10][C:11]([C:14]([C:15](=[C:2]([CH3:1])[CH2:3][CH2:4][CH3:5])[C:16]#[N:17])=[O:18])=[CH:12][CH:13]=1. Procedure details: A mixture of pentan-2-one (20 mmol), 3-(4-chlorophenyl)-3-oxopropanenitrile (3.6 g, 20 mmol), β-alanine (180 mg, 2 mmol), acetic acid (2.6 mL) and toluene (60 mL) is heated to reflux in a Dean-Stark system for 18 h. The solution is cooled to RT, then diluted with EtOAc (50 mL), washed with 5% NaHCO3 (3×20 mL), water (20 mL), brine (20 mL), dried (Na2SO4) and finally concentrated in vacuo. A mixture of the two isomers is obtained as a colorless oil by chromatographic purification of the crude res... Reactants: COCC1=NNC(=C1)C(=O)O (3-(methoxymethyl)-1H-pyrazole-5-carboxylic acid), N[C@H](CN1N=C(C=C1)C1=CC(=C(C#N)C=C1)Cl)C ((S)-4-(1-(2-aminopropyl)-1H-pyrazol-3-yl)-2-chlorobenzonitrile). The product is ClC=1C=C(C=CC1C#N)C1=NN(C=C1)C[C@H](C)NC(=O)C1=CC(=NN1)COC ((S)—N-(1-(3-(3-chloro-4-cyanophenyl)-1H-pyrazol-1-yl)propan-2-yl)-3-(methoxymethyl)-1H-pyrazole-5-carboxamide). Isolated yield 5.1%. As a reaction SMILES: [CH3:1][O:2][CH2:3][C:4]1[CH:8]=[C:7]([C:9]([OH:11])=O)[NH:6][N:5]=1.[NH2:12][C@@H:13]([CH3:29])[CH2:14][N:15]1[CH:19]=[CH:18][C:17]([C:20]2[CH:27]=[CH:26][C:23]([C:24]#[N:25])=[C:22]([Cl:28])[CH:21]=2)=[N:16]1>>[Cl:28][C:22]1[CH:21]=[C:20]([C:17]2[CH:18]=[CH:19][N:15]([CH2:14][C@@H:13]([NH:12][C:9]([C:7]3[NH:6][N:5]=[C:4]([CH2:3][O:2][CH3:1])[CH:8]=3)=[O:11])[CH3:29])[N:16]=2)[CH:27]=[CH:26][C:23]=1[C:24]#[N:25]. Procedure details: The title compound was prepared using the method of Example 34(d) starting from 3-(methoxymethyl)-1H-pyrazole-5-carboxylic acid (0.119 g, 0.759 mmol) and (S)-4-(1-(2-aminopropyl)-1H-pyrazol-3-yl)-2-chlorobenzonitrile (0.165 g, 0.633 mmol). The product was purified with flash-chromatography. Yield 5.07%. 1H-NMR (400 MHz; CDCl3): δ 1.22 (d, 3H), 3.42 (s, 3H), 4.27 (dd, 1H), 4.43 (dd, 1H), 4.54-4.62 (m, 3H), 6.62 (d, 1H), 6.69 (s, 1H), 7.49 (d, 1H), 7.67 (d, 1H), 7.75 (dd, 1H), 7.83 (m, 1H), 8.17 (... The reactants are CeCl3, C[Mg+].[Br-] (MeMgBr), C(C)OCC (diethyl ether), COC1=C(C=C2C(CCC(C2=C1)=O)(C)C)C (7-methoxy-4,4,6-trimethyl-3,4-dihydro-2H-naphthalen-1-one), COC1=C(C=C2C(CCC(C2=C1)=O)(C)C)C (7-methoxy-4,4,6-trimethyl-3,4-dihydro-2H-naphthalen-1-one). Run in O1CCCC1 (Tetrahydrofuran), O1CCCC1 (tetrahydrofuran). Run at time 2 hour. Product: COC=1C=C2C(=CCC(C2=CC1C)(C)C)C (6-Methoxy- 1,1,4,7-tetramethyl- 1,2-dihydro-naphthalene). Isolated yield 84.4%. RXN SMILES: [CH3:1][O:2][C:3]1[CH:12]=[C:11]2[C:6]([C:7]([CH3:15])([CH3:14])[CH2:8][CH2:9][C:10]2=O)=[CH:5][C:4]=1[CH3:16].C[Mg+].[Br-].[CH2:20](OCC)C>O1CCCC1>[CH3:1][O:2][C:3]1[CH:12]=[C:11]2[C:6](=[CH:5][C:4]=1[CH3:16])[C:7]([CH3:15])([CH3:14])[CH2:8][CH:9]=[C:10]2[CH3:20] |f:1.2|. Procedure details: General Procedure A CeCl3 7 H2O (1.28 g, 3.4 mmol) was heated in an oil bath to 140-150° C. under high vacuum without stirring for 2 h, and then with stirring for 2 h. Argon was then introduced, and the flask was cooled to room temperature. Tetrahydrofuran (10 mL) was added, and the resulting slurry solution was stirred at room temperature under the argon atmosphere for 3 h. A solution of 7-methoxy-4,4,6-trimethyl-3,4-dihydro-2H-naphthalen-1-one (Compound 6, 0.53 g, 2.3 mmol) and 5 mL of tetrahy... Reactants: BrC=1C=C2C(=CC1)OC(CC21NC(NC1=O)=O)C1=C(C=CC=C1)F (6-bromo-2-(2-fluorophenyl)spiro[chroman-4,4′-imidazolidine]-2′,5′-dione), COC=1C=CC(=CC1)P2(=S)SP(=S)(S2)C=3C=CC(=CC3)OC (Lawesson's Reagent). Run in O1CCOCC1 (1,4-dioxane). The product is BrC=1C=C2C(=CC1)OC(CC21NC(NC1=O)=S)C1=C(C=CC=C1)F (6-bromo-2-(2-fluorophenyl)-2′-thioxospiro[chroman-4,4′-imidazolidin]-5′-one). Isolated yield 69.1%. RXN SMILES: [Br:1][C:2]1[CH:3]=[C:4]2[C:11]3([C:15](=[O:16])[NH:14][C:13](=O)[NH:12]3)[CH2:10][CH:9]([C:18]3[CH:23]=[CH:22][CH:21]=[CH:20][C:19]=3[F:24])[O:8][C:5]2=[CH:6][CH:7]=1.COC1C=CC(P2(SP(C3C=CC(OC)=CC=3)(=S)S2)=[S:34])=CC=1>O1CCOCC1>[Br:1][C:2]1[CH:3]=[C:4]2[C:11]3([C:15](=[O:16])[NH:14][C:13](=[S:34])[NH:12]3)[CH2:10][CH:9]([C:18]3[CH:23]=[CH:22][CH:21]=[CH:20][C:19]=3[F:24])[O:8][C:5]2=[CH:6][CH:7]=1. Reported procedure: A suspension of 6-bromo-2-(2-fluorophenyl)spiro[chroman-4,4′-imidazolidine]-2′,5′-dione (250 mg, 0.64 mmol) and Lawesson's Reagent (259 mg, 0.64 mmol) in dry 1,4-dioxane (20 mL) was refluxed for 24 h. The mixture was concentrated in vacuo and the residue was purified by preparative TLC to give 6-bromo-2-(2-fluorophenyl)-2′-thioxospiro[chroman-4,4′-imidazolidin]-5′-one (180 mg, 67%). Starting materials: C1CCOC1, COC(=O)C(Cc1ccc(O)cc1)NC(=O)OC(C)(C)C, [Cl-], O=C(Cl)c1c(Cl)cncc1Cl, [H-], [NH4+], [Na+]. Yields the product COC(=O)C(Cc1ccc(OC(=O)c2c(Cl)cncc2Cl)cc1)NC(=O)OC(C)(C)C. As a reaction SMILES: [CH2:37]1[O:38][CH2:39][CH2:40][CH2:41]1.[CH3:1][O:2][C:3]([CH:4]([NH:5][C:6](=[O:7])[O:8][C:9]([CH3:10])([CH3:11])[CH3:12])[CH2:13][c:14]1[cH:15][cH:16][c:17]([OH:20])[cH:18][cH:19]1)=[O:21].[Cl-:35].[Cl:24][c:25]1[c:26]([C:27](=[O:28])[Cl:29])[c:30]([Cl:34])[cH:31][n:32][cH:33]1.[H-:23].[NH4+:36].[Na+:22]>>[CH3:1][O:2][C:3]([CH:4]([NH:5][C:6](=[O:7])[O:8][C:9]([CH3:10])([CH3:11])[CH3:12])[CH2:13][c:14]1[cH:15][cH:16][c:17]([O:20][C:27]([c:26]2[c:25]([Cl:24])[cH:33][n:32][cH:31][c:30]2[Cl:34])=[O:28])[cH:18][cH:19]1)=[O:21].